This data is from the Open Reaction Database (ORD), a public repository of structured organic reaction records. The task is: describe an organic reaction: reactants, conditions, products, and yield Starting materials: C(C)(=O)O[C@@H]1OCC[C@@H]1NC([C@@H](NC(=O)OCC1=CC=CC=C1)CC(C)C)=O ((2S,3S)-2-acetoxy-3-[[N-benzyloxycarbonyl-(L)-leucyl]amino]tetrahydrofuran), C1(=CC=C(C=C1)S(=O)(=O)O)C (p-toluenesulfonic acid), C(CO)(=O)OCC (ethyl glycolate). Run in O1CCCC1 (tetrahydrofuran). Conditions: time 5 hour. The product is C(C1=CC=CC=C1)OC(=O)N[C@@H](CC(C)C)C(=O)N[C@@H]1C(OCC1)OCC(=O)OCC (ethyl [(3S)-3-[[N-benzyloxycarbonyl-(L)-leucyl]amino]tetrahydrofuran-2-yl]oxyacetate). As a reaction SMILES: C(O[C@H:5]1[C@@H:9]([NH:10][C:11](=[O:28])[C@H:12]([CH2:24][CH:25]([CH3:27])[CH3:26])[NH:13][C:14]([O:16][CH2:17][C:18]2[CH:23]=[CH:22][CH:21]=[CH:20][CH:19]=2)=[O:15])[CH2:8][CH2:7][O:6]1)(=O)C.C1(C)C=CC(S(O)(=O)=O)=CC=1.[C:40]([O:44][CH2:45][CH3:46])(=[O:43])[CH2:41][OH:42]>O1CCCC1>[CH2:17]([O:16][C:14]([NH:13][C@H:12]([C:11]([NH:10][C@H:9]1[CH2:8][CH2:7][O:6][CH:5]1[O:42][CH2:41][C:40]([O:44][CH2:45][CH3:46])=[O:43])=[O:28])[CH2:24][CH:25]([CH3:27])[CH3:26])=[O:15])[C:18]1[CH:23]=[CH:22][CH:21]=[CH:20][CH:19]=1. Reported procedure: In tetrahydrofuran (10 ml) was suspended (2S,3S)-2-acetoxy-3-[[N-benzyloxycarbonyl-(L)-leucyl]amino]tetrahydrofuran (0.8 g) and following addition of p-toluenesulfonic acid (0.02 g) and ethyl glycolate (5 ml), the mixture was stirred at room temperature for 5 hours. The reaction mixture was then concentrated under reduced pressure and the residue was chromatographed on a silica gel column, elution being carried out with ethyl acetate-hexane (1:1, v/v). From the eluate was obtained ethyl [(3S)-3-... RXN SMILES: [C:28]([CH3:29])([CH3:30])([CH3:31])[O:32][C:33](=[O:34])[N:35]1[CH2:36][CH:37]([O:39][c:40]2[c:41]([O:47][CH3:48])[cH:42][c:43]([NH2:46])[cH:44][cH:45]2)[CH2:38]1.[CH2:1]([P:2]([OH:3])(=[O:4])[OH:5])[CH2:6][CH3:7].[CH2:56]1[O:57][CH2:58][CH2:59][CH2:60]1.[CH3:49][N:50]1[CH2:51][CH2:52][O:53][CH2:54][CH2:55]1.[Cl:8][c:9]1[cH:10][cH:11][c:12](-[c:15]2[s:16][c:17]([C:25](=[O:26])[OH:27])[c:18]([CH2:20][C:21](=[O:22])[O:23][CH3:24])[n:19]2)[cH:13][cH:14]1>>[Cl:8][c:9]1[cH:10][cH:11][c:12](-[c:15]2[s:16][c:17]([C:25](=[O:27])[NH:46][c:43]3[cH:42][c:41]([O:47][CH3:48])[c:40]([O:39][CH:37]4[CH2:36][N:35]([C:33]([O:32][C:28]([CH3:29])([CH3:30])[CH3:31])=[O:34])[CH2:38]4)[cH:45][cH:44]3)[c:18]([CH2:20][C:21](=[O:22])[O:23][CH3:24])[n:19]2)[cH:13][cH:14]1. The product is COC(=O)Cc1nc(-c2ccc(Cl)cc2)sc1C(=O)Nc1ccc(OC2CN(C(=O)OC(C)(C)C)C2)c(OC)c1. The reactants are COc1cc(N)ccc1OC1CN(C(=O)OC(C)(C)C)C1, CCCP(=O)(O)O, C1CCOC1, CN1CCOCC1, COC(=O)Cc1nc(-c2ccc(Cl)cc2)sc1C(=O)O. Starting materials: COC=1C=C(C=CC1OCC)C1=NNC(SC1CC)=O (5-(3-methoxy-4-ethoxyphenyl)-6-ethyl-3,6-dihydro-1,3,4-thiadiazin-2-one), ClCCN1CCOCC1 (1-chloro-2-morpholinoethane). Yields the product N1(CCCC1)CCN1C(SC(C(=N1)C1=CC(=C(C=C1)OC)OC)CC)=O (2-pyrrolidinoethyl-5-(3,4-dimethoxyphenyl)-6-ethyl-3,6-dihydro-1,3,4-thiadiazin-2-one). RXN SMILES: [CH3:1][O:2][C:3]1[CH:4]=[C:5]([C:12]2[CH:17]([CH2:18][CH3:19])[S:16][C:15](=[O:20])[NH:14][N:13]=2)[CH:6]=[CH:7][C:8]=1[O:9][CH2:10]C.Cl[CH2:22][CH2:23][N:24]1[CH2:29][CH2:28]O[CH2:26][CH2:25]1>>[N:24]1([CH2:29][CH2:28][N:14]2[N:13]=[C:12]([C:5]3[CH:6]=[CH:7][C:8]([O:9][CH3:10])=[C:3]([O:2][CH3:1])[CH:4]=3)[CH:17]([CH2:18][CH3:19])[S:16][C:15]2=[O:20])[CH2:25][CH2:26][CH2:22][CH2:23]1. Reported procedure: of 5-(3-methoxy-4-ethoxyphenyl)-6-ethyl-3,6-dihydro-1,3,4-thiadiazin-2-one with 1-chloro-2-morpholinoethane: